From a dataset of the Open Reaction Database (ORD), a public repository of structured organic reaction records. describe an organic reaction: reactants, conditions, products, and yield The reactants are N1=C(N=CC=C1)N1CCN(CC1)CCCCN1S(C2=C(C1=O)C=CC(=C2)N)(=O)=O (2-(4-(4-(2-pyrimidinyl)-1-piperazinyl)butyl)-6-amino-1,2-benzoisothiazol-3(2H)one 1,1-dioxide), C(C)(C)OC(C)C (isopropyl ether). The solvent is C(C)(=O)OC(C)=O (acetic anhydride). Conditions: time 12 hour. Product: N1=C(N=CC=C1)N1CCN(CC1)CCCCN1S(C2=C(C1=O)C=CC(=C2)NC(C)=O)(=O)=O (2-(4-(4-(2-pyrimidinyl)-1-piperazinyl)butyl)6-acetamido-1,2-benzisothiazol-3(2H)one 1,1-dioxide). Reaction SMILES: [N:1]1[CH:6]=[CH:5][CH:4]=[N:3][C:2]=1[N:7]1[CH2:12][CH2:11][N:10]([CH2:13][CH2:14][CH2:15][CH2:16][N:17]2[C:21](=[O:22])[C:20]3[CH:23]=[CH:24][C:25]([NH2:27])=[CH:26][C:19]=3[S:18]2(=[O:29])=[O:28])[CH2:9][CH2:8]1.[CH:30]([O:33]C(C)C)(C)[CH3:31]>C(OC(=O)C)(=O)C>[N:3]1[CH:4]=[CH:5][CH:6]=[N:1][C:2]=1[N:7]1[CH2:12][CH2:11][N:10]([CH2:13][CH2:14][CH2:15][CH2:16][N:17]2[C:21](=[O:22])[C:20]3[CH:23]=[CH:24][C:25]([NH:27][C:30](=[O:33])[CH3:31])=[CH:26][C:19]=3[S:18]2(=[O:28])=[O:29])[CH2:9][CH2:8]1. Reported procedure: 200 ml of acetic anhydride are addedt o 0.06 mol of 2-(4-(4-(2-pyrimidinyl)-1-piperazinyl)butyl)-6-amino-1,2-benzoisothiazol-3(2H)one 1,1-dioxide, and the mixture is stirred at room temperature for 12 hours. It is then evaporatd to dryness, isopropyl ether is added and the mixture is stirred for 1 hour. It is then filtered and the colourless crystals are dried in vacuo. Reactants: COc1cc2c(Oc3cccc(NC(=O)Nc4cc(C(C)(C)C)no4)c3)ncnc2cc1OCC1CCNCC1, CC(=O)O[BH-](OC(C)=O)OC(C)=O, C=O, CC(=O)O, CCOC(C)=O, [Na+], [Na+], [OH-]. Yields the product COc1cc2c(Oc3cccc(NC(=O)Nc4cc(C(C)(C)C)no4)c3)ncnc2cc1OCC1CCN(C)CC1. Reaction SMILES: [C:1]([CH3:2])([CH3:3])([CH3:4])[c:5]1[n:6][o:7][c:8]([NH:10][C:11](=[O:12])[NH:13][c:14]2[cH:15][c:16]([O:20][c:21]3[n:22][cH:23][n:24][c:25]4[cH:26][c:27]([O:33][CH2:34][CH:35]5[CH2:36][CH2:37][NH:38][CH2:39][CH2:40]5)[c:28]([O:31][CH3:32])[cH:29][c:30]34)[cH:17][cH:18][cH:19]2)[cH:9]1.[C:47]([O:48][BH-:49]([O:50][C:51](=[O:52])[CH3:53])[O:54][C:55](=[O:56])[CH3:57])(=[O:58])[CH3:59].[CH2:41]=[O:42].[CH3:43][C:44](=[O:45])[OH:46].[CH3:63][CH2:64][O:65][C:66](=[O:67])[CH3:68].[Na+:60].[Na+:62].[OH-:61]>>[C:1]([CH3:2])([CH3:3])([CH3:4])[c:5]1[n:6][o:7][c:8]([NH:10][C:11](=[O:12])[NH:13][c:14]2[cH:15][c:16]([O:20][c:21]3[n:22][cH:23][n:24][c:25]4[cH:26][c:27]([O:33][CH2:34][CH:35]5[CH2:36][CH2:37][N:38]([CH3:43])[CH2:39][CH2:40]5)[c:28]([O:31][CH3:32])[cH:29][c:30]34)[cH:17][cH:18][cH:19]2)[cH:9]1.